From a dataset of the Open Reaction Database (ORD), a public repository of structured organic reaction records. describe an organic reaction: reactants, conditions, products, and yield Reactants: CCO, COC(=O)C1C(C)OC(=O)C(C)C1NCc1ccccc1, Cl. Yields the product CC1OC(=O)C(C)C(NCc2ccccc2)C1C(=O)O. Reaction SMILES: [CH3:23][CH2:24][OH:25].[CH3:2][CH:3]1[O:4][C:5](=[O:22])[CH:6]([CH3:21])[CH:7]([NH:13][CH2:14][c:15]2[cH:16][cH:17][cH:18][cH:19][cH:20]2)[CH:8]1[C:9](=[O:10])[O:11][CH3:12].[ClH:1]>>[CH3:2][CH:3]1[O:4][C:5](=[O:22])[CH:6]([CH3:21])[CH:7]([NH:13][CH2:14][c:15]2[cH:16][cH:17][cH:18][cH:19][cH:20]2)[CH:8]1[C:9](=[O:10])[OH:11]. Reported procedure: Prepared by Procedure P and Scheme AB using 1-fluoro-2-isocyanatobenzene and N-(3-{1-[(3S)-3-amino-3-phenylpropyl]-4-piperidinyl}phenyl)-2-methylpropanamide: ESMS m/e: 517.0 (M+H)+. Starting materials: FC1=C(C=CC=C1)N=C=O (1-fluoro-2-isocyanatobenzene), N[C@@H](CCN1CCC(CC1)C=1C=C(C=CC1)NC(C(C)C)=O)C1=CC=CC=C1 (N-(3-{1-[(3S)-3-amino-3-phenylpropyl]-4-piperidinyl}phenyl)-2-methylpropanamide). Reaction SMILES: [F:1][C:2]1[CH:7]=[CH:6][CH:5]=[CH:4][C:3]=1[N:8]=[C:9]=[O:10].[NH2:11][C@H:12]([C:33]1[CH:38]=[CH:37][CH:36]=[CH:35][CH:34]=1)[CH2:13][CH2:14][N:15]1[CH2:20][CH2:19][CH:18]([C:21]2[CH:22]=[C:23]([NH:27][C:28](=[O:32])[CH:29]([CH3:31])[CH3:30])[CH:24]=[CH:25][CH:26]=2)[CH2:17][CH2:16]1>>[F:1][C:2]1[CH:7]=[CH:6][CH:5]=[CH:4][C:3]=1[NH:8][C:9]([NH:11][C@H:12]([C:33]1[CH:34]=[CH:35][CH:36]=[CH:37][CH:38]=1)[CH2:13][CH2:14][N:15]1[CH2:20][CH2:19][CH:18]([C:21]2[CH:22]=[C:23]([NH:27][C:28](=[O:32])[CH:29]([CH3:31])[CH3:30])[CH:24]=[CH:25][CH:26]=2)[CH2:17][CH2:16]1)=[O:10]. Yields the product FC1=C(NC(=O)N[C@@H](CCN2CCC(CC2)C=2C=C(C=CC2)NC(C(C)C)=O)C2=CC=CC=C2)C=CC=C1 (N-{3-[1-((3S)-3-{[(2-FLUOROANILINO)CARBONYL]AMINO}-3-PHENYLPROPYL)-4-PIPERIDINYL]PHENYL}-2-METHYLPROPANAMIDE). Starting materials: CCOCC, CSC(C)(C(=O)O)c1cccc(Oc2ccccc2)c1, Cl, O, [Zn]. Product: CC(C(=O)O)c1cccc(Oc2ccccc2)c1. As a reaction SMILES: [CH3:24][CH2:25][O:26][CH2:27][CH3:28].[CH3:3][S:4][C:5]([C:6](=[O:7])[OH:8])([CH3:9])[c:10]1[cH:11][c:12]([O:16][c:17]2[cH:18][cH:19][cH:20][cH:21][cH:22]2)[cH:13][cH:14][cH:15]1.[ClH:2].[OH2:1].[Zn:23]>>[CH:5]([C:6](=[O:7])[OH:8])([CH3:9])[c:10]1[cH:11][c:12]([O:16][c:17]2[cH:18][cH:19][cH:20][cH:21][cH:22]2)[cH:13][cH:14][cH:15]1.